Dataset: the Open Reaction Database (ORD), a public repository of structured organic reaction records. Task: describe an organic reaction: reactants, conditions, products, and yield Reactants: CO, Cc1ccc(CNC(=O)c2cc(Cl)ccc2Cl)cc1C(=O)O. Product: Cc1ccc(CNC(=O)c2cccc(Cl)c2)cc1C(=O)O. As a reaction SMILES: [CH3:23][OH:24].[Cl:1][c:2]1[c:3]([C:4](=[O:5])[NH:6][CH2:7][c:8]2[cH:9][cH:10][c:11]([CH3:17])[c:12]([C:13](=[O:14])[OH:15])[cH:16]2)[cH:18][c:19]([Cl:22])[cH:20][cH:21]1>>[cH:2]1[c:3]([C:4](=[O:5])[NH:6][CH2:7][c:8]2[cH:9][cH:10][c:11]([CH3:17])[c:12]([C:13](=[O:14])[OH:15])[cH:16]2)[cH:18][c:19]([Cl:22])[cH:20][cH:21]1.